From a dataset of the Open Reaction Database (ORD), a public repository of structured organic reaction records. describe an organic reaction: reactants, conditions, products, and yield Starting materials: OC=1C=C2C(C3(CC3)COC2=C(C1C)C)=O (6-hydroxy-7,8-dimethyl-4H-spiro[chromene-3, 1′-cyclopropan]-4-one), Cl.CON (methoxyamine hydrochloride). Solvent: N1=CC=CC=C1 (pyridine). Run at temperature 200 celsius, time 30 minute. The product is CON=C1C2=CC(=C(C(=C2OCC12CC2)C)C)O (6-hydroxy-7,8-dimethylspiro[chroman-3,1′-cyclopropan]-4-one O-methyl oxime). Isolated yield 31.8%. As a reaction SMILES: [OH:1][C:2]1[CH:3]=[C:4]2[C:11](=[C:12]([CH3:15])[C:13]=1[CH3:14])[O:10][CH2:9][C:6]1([CH2:8][CH2:7]1)[C:5]2=O.Cl.[CH3:18][O:19][NH2:20]>N1C=CC=CC=1>[CH3:18][O:19][N:20]=[C:5]1[C:6]2([CH2:8][CH2:7]2)[CH2:9][O:10][C:11]2[C:4]1=[CH:3][C:2]([OH:1])=[C:13]([CH3:14])[C:12]=2[CH3:15] |f:1.2|. Procedure details: A solution of 6-hydroxy-7,8-dimethyl-4H-spiro[chromene-3, 1′-cyclopropan]-4-one (10 mg), prepared as described above, methoxyamine hydrochloride (110 mg) in pyridine (3 mL) was stirred in a microwave reaction tube (200° C., 30 min). After cooling down, the mixture was partitioned between water and ethylacetate, and the organic layer was washed with dil. HCl, dried, and evaporated. The residue was purified by silica gel column eluting with 15% EtOAc in hexane to give a 3.6 mg of 6-hydroxy-7,8-dim... Reactants: CCO, CCOC(=O)C(=O)c1ccc(SC2CC2)cc1, [Na+], [OH-]. Yields the product O=C(O)C(=O)c1ccc(SC2CC2)cc1. Reaction SMILES: [CH3:20][CH2:21][OH:22].[CH:3]1([S:6][c:7]2[cH:8][cH:9][c:10]([C:13]([C:14](=[O:15])[O:16][CH2:17][CH3:18])=[O:19])[cH:11][cH:12]2)[CH2:4][CH2:5]1.[Na+:2].[OH-:1]>>[CH:3]1([S:6][c:7]2[cH:8][cH:9][c:10]([C:13]([C:14](=[O:15])[OH:16])=[O:19])[cH:11][cH:12]2)[CH2:4][CH2:5]1.